Dataset: the Open Reaction Database (ORD), a public repository of structured organic reaction records. Task: describe an organic reaction: reactants, conditions, products, and yield The reactants are C13H16O3S, [Li+].C[Si](C)(C)[N-][Si](C)(C)C (LiHMDS), epoxy-dienyl sulfone, C(C)(C)[Mg]Cl (iPrMgCl), 1S, C1(=CC=CC=C1)S(=O)(=O)C1C=CCC(C1C(C)C)O (5-Benzenesulfonyl-6-isopropylcyclohex-3-enol), [NH4+].[Cl-] (NH4Cl). The solvent is C1CCOC1 (THF), CCOCC (Et2O). Reaction conditions: time 30 minute. The product is C1(=CC=CC=C1)S(=O)(=O)C1=CC(CC[C@@H]1C)=O ((S)-3-Benzenesulfonyl-4-methylcyclohex-2-enone). Isolated yield 89.0%. RXN SMILES: [C:1]1([S:7]([CH:10]2[CH:15](C(C)C)[CH:14]([OH:19])[CH2:13][CH:12]=[CH:11]2)(=[O:9])=[O:8])[CH:6]=[CH:5][CH:4]=[CH:3][CH:2]=1.[Li+].[CH3:21][Si]([N-][Si](C)(C)C)(C)C.[NH4+].[Cl-].C([Mg]Cl)(C)C>C1COCC1.CCOCC>[C:1]1([S:7]([C:10]2[C@@H:11]([CH3:21])[CH2:12][CH2:13][C:14](=[O:19])[CH:15]=2)(=[O:8])=[O:9])[CH:2]=[CH:3][CH:4]=[CH:5][CH:6]=1 |f:1.2,3.4|. Procedure details: (1S, 55, 65)-5-Benzenesulfonyl-6-methylcyclohex-3-enol (22aMe). To a solution of epoxy-dienyl sulfone SS-9a (0.377 g, 1.6 mmol) in THF (10 mL) at −78° C. was slowly added LiHMDS (1.8 mL, 1.8 mmol). The solution was stirred for 30 min, followed by addition of sat'd solution of NH4Cl (5 mL). Et2O (5 mL) was added to the mixture and separated. The aqueous layer was extracted with Et2O (2×5 mL) and the organic layers are combined, dried over MgSO4 and concentrated. The resulting solid was dissolved ... The reactants are ClC1=C(C(N)=S)C(=CC=C1)F (2-Chloro-6-fluorobenzthioamide), S(=O)(=O)(OC)OC (dimethyl sulfate). Run in C1(=CC=CC=C1)C (toluene). Run at temperature 25 celsius. Product: COS(=O)(=O)O.ClC1=C(C(=N)SC)C(=CC=C1)F (methyl 2-chloro-6-fluorobenzthioimidate methylsulfate salt). Isolated yield 173.0%. RXN SMILES: [Cl:1][C:2]1[CH:10]=[CH:9][CH:8]=[C:7]([F:11])[C:3]=1[C:4](=[S:6])[NH2:5].[S:12]([O:17]C)([O:15][CH3:16])(=[O:14])=[O:13]>C1(C)C=CC=CC=1>[CH3:16][O:15][S:12]([OH:17])(=[O:14])=[O:13].[Cl:1][C:2]1[CH:10]=[CH:9][CH:8]=[C:7]([F:11])[C:3]=1[C:4]([S:6][CH3:16])=[NH:5] |f:3.4|. Procedure: 2-Chloro-6-fluorobenzthioamide (21.9 g, 0.12 mol) and dimethyl sulfate (12 mL, 16.0 g, 0.13 mol) were stirred together in 100 mL of toluene and refluxed for 2 h. The slurry was cooled to 25° C. and the white crystals collected on a glass buchner funnel and rinsed with a small quantity of acetone. After air suction drying for 1 h, 35.5 g of methyl 2-chloro-6-fluorobenzthioimidate methylsulfate salt was obtained, mp 147-151° C., representing a nominal wt. % yield of 96%.